From a dataset of the Open Reaction Database (ORD), a public repository of structured organic reaction records. describe an organic reaction: reactants, conditions, products, and yield The reactants are ClC=1C=C(C=CC1)C(C#N)N1CCOCC1 (α-(m-chlorophenyl)-4-morpholineacetonitrile), C(C=C)#N (acrylonitrile), O1CCCC1 (tetrahydrofuran), solution, [OH-].[K+] (KOH). Run in C(C)(=O)O (acetic acid), O (water), CO (methanol). Run at time 1 hour. The product is ClC=1C=C(C(=O)CCC#N)C=CC1 (3-(m-chlorobenzoyl)propionitrile). RXN SMILES: [Cl:1][C:2]1[CH:3]=[C:4]([CH:8](N2CCOCC2)[C:9]#N)[CH:5]=[CH:6][CH:7]=1.[O:17]1CCCC1.[OH-].[K+].[C:24](#[N:27])[CH:25]=C>CO.O.C(O)(=O)C>[Cl:1][C:2]1[CH:3]=[C:4]([CH:5]=[CH:6][CH:7]=1)[C:8]([CH2:9][CH2:25][C:24]#[N:27])=[O:17] |f:2.3|. Procedure details: To a solution of 23.6 g. of α-(m-chlorophenyl)-4-morpholineacetonitrile in 100 ml. of tetrahydrofuran is added 120 drops of a 30% solution of KOH in methanol. To the mixture is added 4.1 ml. of acrylonitrile (temperature rose to 45° C.). After stirring 1 hr., the mixture is concentrated to dryness under vacuum. The residue is dissolved in methylene chloride and passed through a short column of hydrous magnesium silicate. The eluent is concentrated under vacuum to give 36.6 g. of a yellow oil. Th... The reactants are C(CCC)[Sn](CCCC)(Cl)Cl (dibutyltin dichloride), ClC1=CC=C(C=C1)C1=NC2=C(N1C(COCC1CCCCC1)C1CCCCC1)C=C(C(=C2)F)F (2-(4-Chloro-phenyl)-1-(1-cyclohexyl-2-cyclohexylmethoxy-ethyl)-5,6-difluoro-1H-benzoimidazole), ClC1=CC=C(C=C1)C1=NC2=C(N1C(COCC1CCCCC1)C1CCCCC1)C=C(C(=C2)F)F (2-(4-Chloro-phenyl)-1-(1-cyclohexyl-2-cyclohexylmethoxy-ethyl)-5,6-difluoro-1H-benzoimidazole), NC1=CC=C(C#N)C=C1 (4-aminobenzonitrile), C1(=CC=CC=C1)[SiH3] (phenylsilane). The solvent is O1CCCC1 (tetrahydrofuran). Conditions: temperature 100 celsius. Product: ClC1=CC=C(C=C1)C1=NC2=C(N1C(CNC1=CC=C(C#N)C=C1)C1CCCCC1)C=C(C(=C2)F)F (4-{2-[2-(4-Chloro-phenyl)-5,6-difluoro-benzoimidazol-1-yl]-2-cyclohexyl-ethylamino}-benzonitrile). The yield is 67.0%. Reaction SMILES: C([Sn](Cl)(Cl)CCCC)CCC.[Cl:12][C:13]1[CH:18]=[CH:17][C:16]([C:19]2[N:23]([CH:24]([CH:34]3[CH2:39][CH2:38][CH2:37][CH2:36][CH2:35]3)[CH2:25]OCC3CCCCC3)[C:22]3[CH:40]=[C:41]([F:45])[C:42]([F:44])=[CH:43][C:21]=3[N:20]=2)=[CH:15][CH:14]=1.[NH2:46][C:47]1[CH:54]=[CH:53][C:50]([C:51]#[N:52])=[CH:49][CH:48]=1.C1([SiH3])C=CC=CC=1>O1CCCC1>[Cl:12][C:13]1[CH:18]=[CH:17][C:16]([C:19]2[N:23]([CH:24]([CH:34]3[CH2:35][CH2:36][CH2:37][CH2:38][CH2:39]3)[CH2:25][NH:46][C:47]3[CH:54]=[CH:53][C:50]([C:51]#[N:52])=[CH:49][CH:48]=3)[C:22]3[CH:40]=[C:41]([F:45])[C:42]([F:44])=[CH:43][C:21]=3[N:20]=2)=[CH:15][CH:14]=1. Reported procedure: To a solution of 7 mg (0.023 mmol) dibutyltin dichloride in 1 ml tetrahydrofuran were added 0.10 g (0.23 mmol) [2-(4-chloro-phenyl)-5,6-difluoro-benzoimidazol-1-yl]-cyclohexyl-acetaldehyde (Example 143, intermediate c), 0.038 g (0.23 mMol) 4-aminobenzonitrile (commercially available) and 0.06 ml (0.46 mmol) phenylsilane (commercially available). The pale yellow solution was heated to 100° C. under microwave irradiation for 21 min. The light yellow solution was treated with silica gel and the sus... Starting materials: C=COc1ccc2ccccc2c1-c1c(OC(C)=O)ccc2ccccc12, C1CCOC1, CO, O. Product: CC(=O)Oc1ccc2ccccc2c1-c1cccc2ccccc12. Reaction SMILES: [C:1]([CH3:2])(=[O:3])[O:4][c:5]1[c:6](-[c:15]2[c:16]([O:25][CH:26]=[CH2:27])[cH:17][cH:18][c:19]3[cH:20][cH:21][cH:22][cH:23][c:24]23)[c:7]2[cH:8][cH:9][cH:10][cH:11][c:12]2[cH:13][cH:14]1.[CH2:31]1[O:32][CH2:33][CH2:34][CH2:35]1.[CH3:29][OH:30].[OH2:28]>>[C:1]([CH3:2])(=[O:3])[O:4][c:5]1[c:6](-[c:15]2[cH:16][cH:17][cH:18][c:19]3[cH:20][cH:21][cH:22][cH:23][c:24]23)[c:7]2[cH:8][cH:9][cH:10][cH:11][c:12]2[cH:13][cH:14]1. Procedure: To a stirred solution of 4-(6-chloro-2-methylsulfanyl-pyrimidin-4-yl)-piperazine-1-carboxylic acid tert-butyl ester (1 g) in a 10:1 mixture of methanol and water (25 ml) was added oxone® (potassium peroxymonosulfate; 4.1 g). The resulting suspension was stirred at room temperature for 16 hrs. After diluting with water (100 ml), product was extracted into ethyl acetate (100 ml×3) and combined organics were washed with brine (100 ml), dried over MgSO4 and concentrated in vacuo to give 4-(6-chloro-... The reactants are C(C)(C)(C)OC(=O)N1CCN(CC1)C1=NC(=NC(=C1)Cl)SC (4-(6-chloro-2-methylsulfanyl-pyrimidin-4-yl)-piperazine-1-carboxylic acid tert-butyl ester), CO (methanol), OOS(=O)[O-].[K+] (oxone), S(=O)(=O)(O[O-])[O-].[K+].[K+] (potassium peroxymonosulfate). Solvent: O (water), O (water). As a reaction SMILES: [C:1]([O:5][C:6]([N:8]1[CH2:13][CH2:12][N:11]([C:14]2[CH:19]=[C:18]([Cl:20])[N:17]=[C:16](SC)[N:15]=2)[CH2:10][CH2:9]1)=[O:7])([CH3:4])([CH3:3])[CH3:2].[CH3:23]O.O[O:26][S:27]([O-:29])=O.[K+].S([O-])(O[O-])(=O)=O.[K+].[K+]>O>[C:1]([O:5][C:6]([N:8]1[CH2:13][CH2:12][N:11]([C:14]2[CH:19]=[C:18]([Cl:20])[N:17]=[C:16]([S:27]([CH3:23])(=[O:29])=[O:26])[N:15]=2)[CH2:10][CH2:9]1)=[O:7])([CH3:4])([CH3:2])[CH3:3] |f:2.3,4.5.6|. The product is C(C)(C)(C)OC(=O)N1CCN(CC1)C1=NC(=NC(=C1)Cl)S(=O)(=O)C (4-(6-chloro-2-methanesulfonyl-pyrimidin-4-yl)-piperazine-1-carboxylic acid tert-butyl ester). Reaction conditions: time 16 hour. Yields the product BrC1=C(OC2=C1C=C(C=C2)OC)C(=O)N(C)OC (3-bromo-N,5-dimethoxy-N-methyl-1-benzofuran-2-carboxamide). Solvent: C(C)(=O)O (acetic acid). Reaction conditions: time 8 hour. Reported procedure: To a solution (100 mL) of N,5-dimethoxy-N-methyl-1-benzofuran-2-carboxamide (9.24 g) synthesized above in acetic acid was added dropwise bromine (2.21 mL), and the mixture was stirred overnight at room temperature. The resulting precipitate was collected by filtration and washed with diisopropyl ether to give the title object compound (9.48 g, 77%) as an orange solid. Reactants: CON(C(=O)C=1OC2=C(C1)C=C(C=C2)OC)C (N,5-dimethoxy-N-methyl-1-benzofuran-2-carboxamide), BrBr (bromine). Isolated yield 77.0%. Reaction SMILES: [CH3:1][O:2][N:3]([CH3:17])[C:4]([C:6]1[O:7][C:8]2[CH:14]=[CH:13][C:12]([O:15][CH3:16])=[CH:11][C:9]=2[CH:10]=1)=[O:5].[Br:18]Br>C(O)(=O)C>[Br:18][C:10]1[C:9]2[CH:11]=[C:12]([O:15][CH3:16])[CH:13]=[CH:14][C:8]=2[O:7][C:6]=1[C:4]([N:3]([O:2][CH3:1])[CH3:17])=[O:5]. Starting materials: CNC(=O)c1cc(C#N)c(CO)cc1N(C)C, C1CCC2=NCCCN2CC1, C1CCOC1, [N-]=[N+]=NP(=O)(c1ccccc1)c1ccccc1. Product: CNC(=O)c1cc(C#N)c(CN=[N+]=[N-])cc1N(C)C. As a reaction SMILES: [CH3:1][NH:2][C:3]([c:4]1[c:5]([N:14]([CH3:15])[CH3:16])[cH:6][c:7]([CH2:12][OH:13])[c:8]([C:10]#[N:11])[cH:9]1)=[O:17].[N:18]12[CH2:19][CH2:20][CH2:21][N:22]=[C:23]1[CH2:24][CH2:25][CH2:26][CH2:27][CH2:28]2.[O:46]1[CH2:47][CH2:48][CH2:49][CH2:50]1.[c:29]1([P:30]([c:31]2[cH:32][cH:33][cH:34][cH:35][cH:36]2)(=[O:37])[N:43]=[N+:44]=[N-:45])[cH:38][cH:39][cH:40][cH:41][cH:42]1>>[CH3:1][NH:2][C:3]([c:4]1[c:5]([N:14]([CH3:15])[CH3:16])[cH:6][c:7]([CH2:12][N:43]=[N+:44]=[N-:45])[c:8]([C:10]#[N:11])[cH:9]1)=[O:17]. The reactants are ClC1=CC=C(C=C1)NC=1C=C2C(N(C(C2=CC1)=O)CC=1C=NC=CC1)=O (5-[N-(4-chlorophenyl) amino]-2-(3-pyridylmethyl)-1H-isoindole-1,3 (2H)-dione), IC1=CC=CC=C1 (iodobenzene), C1COCCOCCOCCOCCOCCO1 (18-crown-6), C([O-])([O-])=O.[K+].[K+] (potassium carbonate). The reagents and catalysts are [Cu] (copper). Run in ClC1=C(C=CC=C1)Cl (1,2-dichlorobenzene). The product is ClC1=CC=C(C=C1)N(C1=CC=CC=C1)C=1C=C2C(N(C(C2=CC1)=O)CC=1C=NC=CC1)=O (5-[N-(4-chlorophenyl)-N-phenylamino]-2-(3-pyridylmethyl)-1H-isoindole-1,3 (2H)-dione). The yield is 93.4%. RXN SMILES: [Cl:1][C:2]1[CH:7]=[CH:6][C:5]([NH:8][C:9]2[CH:10]=[C:11]3[C:15](=[CH:16][CH:17]=2)[C:14](=[O:18])[N:13]([CH2:19][C:20]2[CH:21]=[N:22][CH:23]=[CH:24][CH:25]=2)[C:12]3=[O:26])=[CH:4][CH:3]=1.I[C:28]1[CH:33]=[CH:32][CH:31]=[CH:30][CH:29]=1.C1OCCOCCOCCOCCOCCOC1.C(=O)([O-])[O-].[K+].[K+]>[Cu].ClC1C=CC=CC=1Cl>[Cl:1][C:2]1[CH:3]=[CH:4][C:5]([N:8]([C:9]2[CH:10]=[C:11]3[C:15](=[CH:16][CH:17]=2)[C:14](=[O:18])[N:13]([CH2:19][C:20]2[CH:21]=[N:22][CH:23]=[CH:24][CH:25]=2)[C:12]3=[O:26])[C:28]2[CH:33]=[CH:32][CH:31]=[CH:30][CH:29]=2)=[CH:6][CH:7]=1 |f:3.4.5|. Procedure details: A mixture of 85 mg of 5-[N-(4-chlorophenyl) amino]-2-(3-pyridylmethyl)-1H-isoindole-1,3 (2H)-dione, 71 mg of iodobenzene, 30 mg of copper dust, 12 mg of 18-crown-6 (1,4,7,10,13,16-hexaoxacyclooctadecane), 128 mg of potassium carbonate and 2 ml of 1,2-dichlorobenzene was refluxed under heating for 7 hours. After finishing the reaction, the insoluble material was filtered off, and the filtrate was concentrated in vacuo. The resultant residue was chromatographed on a column of silica gel, eluting w... Reactants: O1COC2=C1C=CC(=C2)CC=2OC(C1=C(N2)C=C(C=C1)S(=O)(=O)N)=O (2-benzo[1,3]dioxol-5-ylmethyl-4-oxo-4H-benzo[d][1,3]oxazine-7-sulfonic acid amide), C(O)(O)=O.NNC(=N)N (aminoguanidine hydrogencarbonate). Run in N1=CC=CC=C1 (pyridine). Run at temperature 180 celsius. The product is NC1=NN2C(=NC=3C=C(C=CC3C2=N1)S(=O)(=O)N)CC1=CC2=C(OCO2)C=C1 (2-Amino-5-benzo[1,3]dioxol-5-ylmethyl-[1,2,4]triazolo[1,5-c]quinazoline-8-sulfonic acid amide). Isolated yield 36.3%. As a reaction SMILES: [O:1]1[C:5]2[CH:6]=[CH:7][C:8]([CH2:10][C:11]3O[C:13](=O)[C:14]4[CH:20]=[CH:19][C:18]([S:21]([NH2:24])(=[O:23])=[O:22])=[CH:17][C:15]=4[N:16]=3)=[CH:9][C:4]=2[O:3][CH2:2]1.C(=O)(O)O.[NH2:30][NH:31][C:32]([NH2:34])=[NH:33]>N1C=CC=CC=1>[NH2:34][C:32]1[N:33]=[C:13]2[N:30]([C:11]([CH2:10][C:8]3[CH:7]=[CH:6][C:5]4[O:1][CH2:2][O:3][C:4]=4[CH:9]=3)=[N:16][C:15]3[CH:17]=[C:18]([S:21]([NH2:24])(=[O:23])=[O:22])[CH:19]=[CH:20][C:14]=32)[N:31]=1 |f:1.2|. Procedure details: A mixture of 2-(2-benzo[1,3]dioxol-5-yl-acetylamino)-4-sulfamoyl-benzoic acid (0.10 g, 0.26 mmol), acetic acid (1.5 mL) and acetic anhydride (0.10 mL, 1.06 mmol) was stirred at reflux for 1 h. The reaction was diluted with ethyl acetate and washed with NaHCO3 satured solution, then with water and brine. The organic phase was dried over Na2SO4, filtered and evaporated to give the 2-benzo[1,3]dioxol-5-ylmethyl-4-oxo-4H-benzo[d][1,3]oxazine-7-sulfonic acid amide intermediate (0.032 g) as yellow oil... Starting materials: CS(=O)(=O)OCC(C)(C1=CC=C(C=C1)Cl)C#N (2-cyano-2-(4-chlorophenyl)propyl methane sulfonate), N1C=NC=C1 (imidazole), CN(C=O)C (N,N-dimethylformamide). Run in O (water). Conditions: temperature 130 celsius, time 24 hour. Yields the product Cl.C(#N)C(CN1C=NC=C1)(C)C1=CC=C(C=C1)Cl (1-[2-cyano-2-(4-chlorophenyl)propyl]imidazole-hydrochloride). Isolated yield 58.6%. Reaction SMILES: CS(O[CH2:6][C:7]([C:16]#[N:17])([C:9]1[CH:14]=[CH:13][C:12]([Cl:15])=[CH:11][CH:10]=1)[CH3:8])(=O)=O.[NH:18]1[CH:22]=[CH:21][N:20]=[CH:19]1.CN(C)C=O>O>[ClH:15].[C:16]([C:7]([C:9]1[CH:10]=[CH:11][C:12]([Cl:15])=[CH:13][CH:14]=1)([CH3:8])[CH2:6][N:18]1[CH:22]=[CH:21][N:20]=[CH:19]1)#[N:17] |f:4.5|. Procedure: A mixture of 2-cyano-2-(4-chlorophenyl)propyl methane sulfonate (63 g., 0.23 mole), imidazole (62.6 g., 0.9 mole) and N,N-dimethylformamide (3 ml.) is heated with stirring at 130° C. for 24 hours. The reaction mixture is poured into water and extracted with ether. The combined ether extracts are washed with water and dried over magnesium sulfate. Into the ethereal solution is bubbled dry hydrogen chloride gas. The white solid which precipitate is collected and dried to give 38 g. (58.6%) of the ... Starting materials: C(=O)C1=CC=C(C(C=O)=C1)O (5-formylsalicylaldehyde), C(C)(C)N(CC)C(C)C (diisopropylethylamine), ClCC(C)=O (monochloroacetone). Run in C(C)O (ethanol). Reaction conditions: time 5 hour. Yields the product C(=O)C1=CC2=C(OC(=C2)C(C)=O)C=C1 (5-formyl-2-acetylbenzo[b]furan), crystal. Isolated yield 92.6%. As a reaction SMILES: [CH:1]([C:3]1[CH:10]=[C:7]([CH:8]=O)[C:6]([OH:11])=[CH:5][CH:4]=1)=[O:2].Cl[CH2:13][C:14](=[O:16])[CH3:15].C(N(C(C)C)CC)(C)C>C(O)C>[CH:1]([C:3]1[CH:4]=[CH:5][C:6]2[O:11][C:13]([C:14](=[O:16])[CH3:15])=[CH:8][C:7]=2[CH:10]=1)=[O:2]. Reported procedure: About 5.0 g (1.0 equivalent) of 5-formylsalicylaldehyde was dissolved in about 15 ml of ethanol, and about 3.25 g (about 1.05 equivalents) of monochloroacetone was added thereto. Then, about 8.7 ml (about 1.50 equivalents) of diisopropylethylamine was added thereto at room temperature. The mixture was heated while being stirred for about 5 hours, and maintaining the reaction temperature at about 60° C. to 70° C. After confirming the completion of the reaction by TLC, the mixture was allowed to c...